Dataset: the Open Reaction Database (ORD), a public repository of structured organic reaction records. Task: describe an organic reaction: reactants, conditions, products, and yield Starting materials: CC12C=CC(=O)C=C1C(Br)CC1C2CCC2(C)C(=O)CCC12, CN(C)C=O, [N-]=[N+]=[N-], [Na+], O. Product: CC12C=CC(=O)C=C1C(N=[N+]=[N-])CC1C2CCC2(C)C(=O)CCC12. As a reaction SMILES: [Br:1][CH:2]1[CH2:3][CH:4]2[CH:5]3[CH2:6][CH2:7][C:8](=[O:22])[C:9]3([CH3:10])[CH2:11][CH2:12][CH:13]2[C:14]2([CH3:21])[CH:15]=[CH:16][C:17](=[O:20])[CH:18]=[C:19]12.[CH3:27][N:28]([CH3:29])[CH:30]=[O:31].[N-:24]=[N+:25]=[N-:26].[Na+:23].[OH2:32]>>[CH:2]1([N:24]=[N+:25]=[N-:26])[CH2:3][CH:4]2[CH:5]3[CH2:6][CH2:7][C:8](=[O:22])[C:9]3([CH3:10])[CH2:11][CH2:12][CH:13]2[C:14]2([CH3:21])[CH:15]=[CH:16][C:17](=[O:20])[CH:18]=[C:19]12. Reactants: [OH-].[Na+] (NaOH), 2h, Cl.ClCC1=NC=CC(=C1OC)OC (2-chloromethyl-3,4-dimethoxypyridine hydrochloride), ClC1=CC2=C(NC(=N2)S)C=C1 (5-chloro-2-mercapto-1H-benzimidazole). Solvent: CO (MeOH), O (H2O). Yields the product ClC1=CC2=C(NC(=N2)SCC2=NC=CC(=C2OC)OC)C=C1 (5-chloro-2-[[(3,4-dimethoxy-2-pyridinyl)methyl]thio]-1H-benzimidazole). As a reaction SMILES: Cl.Cl[CH2:3][C:4]1[C:9]([O:10][CH3:11])=[C:8]([O:12][CH3:13])[CH:7]=[CH:6][N:5]=1.[OH-].[Na+].[Cl:16][C:17]1[CH:26]=[CH:25][C:20]2[NH:21][C:22]([SH:24])=[N:23][C:19]=2[CH:18]=1>CO.O>[Cl:16][C:17]1[CH:26]=[CH:25][C:20]2[NH:21][C:22]([S:24][CH2:3][C:4]3[C:9]([O:10][CH3:11])=[C:8]([O:12][CH3:13])[CH:7]=[CH:6][N:5]=3)=[N:23][C:19]=2[CH:18]=1 |f:0.1,2.3|. Reported procedure: 2-chloromethyl-3,4-dimethoxypyridine hydrochloride (896 mg, 0.004 mol) was dissolved in 25 ml MeOH and treated with NaOH (390 mg, 0.008 mol) dissolved in 1.5 ml H2O. 5-chloro-2-mercapto-1H-benzimidazole (812 mg, was added and the resulting mixture allowed to react for 2h at room temperature. The solvent was evaporated and the residue partitioned between 50 ml 2.5 % NaOH and 75 ml CH2Cl2. The aqueous layer was separated and extracted twice with 25 ml CH2Cl2. The organic layers were combined, wash... The reactants are Cl.CC1=C(C=CC=C1)NN ((2-methylphenyl)hydrazine hydrochloride), O=C1C(CCCC1)C#N (2-oxocyclohexanecarbonitrile). Solvent: C(C)O (ethanol). Run at temperature 60 celsius, time 16 hour. Yields the product CC1=C(C=CC=C1)N1N=C2CCCCC2=C1N (2-(2-methylphenyl)-4,5,6,7-tetrahydro-2H-indazol-3-amine). RXN SMILES: Cl.[CH3:2][C:3]1[CH:8]=[CH:7][CH:6]=[CH:5][C:4]=1[NH:9][NH2:10].O=[C:12]1[CH2:17][CH2:16][CH2:15][CH2:14][CH:13]1[C:18]#[N:19]>C(O)C>[CH3:2][C:3]1[CH:8]=[CH:7][CH:6]=[CH:5][C:4]=1[N:9]1[C:18]([NH2:19])=[C:13]2[C:12]([CH2:17][CH2:16][CH2:15][CH2:14]2)=[N:10]1 |f:0.1|. Reported procedure: To a solution of (2-methylphenyl)hydrazine hydrochloride (464 mg, 2.92 mmol) in ethanol (2 mL) was added 2-oxocyclohexanecarbonitrile (300 mg, 2.44 mmol), and the mixture was heated to 60° C. and stirred for 16 h. The flask was then cooled to rt and the solvent was evaporated to give a solid. The crude residue of 2-(2-methylphenyl)-4,5,6,7-tetrahydro-2H-indazol-3-amine hydrochloride (449 mg, 70%) was used in the next step with no further purification. ES-MS m/z 228.2 (MH+); HPLC RT (min) 1.22. Reactants: CCOC(C)=O, [O-][Cl+3]([O-])([O-])O, [H][H], COC(=O)CCCCCCCCCCCCCCCCCCCCC(=O)c1c(C)cc(OC)c(OC)c1O. Product: COC(=O)CCCCCCCCCCCCCCCCCCCCCc1c(C)cc(OC)c(OC)c1O. RXN SMILES: [CH3:46][CH2:47][O:48][C:49](=[O:50])[CH3:51].[Cl+3:39]([OH:40])([O-:41])([O-:42])[O-:43].[H:44][H:45].[OH:1][c:2]1[c:3]([C:4](=[O:5])[CH2:6][CH2:7][CH2:8][CH2:9][CH2:10][CH2:11][CH2:12][CH2:13][CH2:14][CH2:15][CH2:16][CH2:17][CH2:18][CH2:19][CH2:20][CH2:21][CH2:22][CH2:23][CH2:24][CH2:25][C:26](=[O:27])[O:28][CH3:29])[c:30]([CH3:38])[cH:31][c:32]([O:36][CH3:37])[c:33]1[O:34][CH3:35]>>[OH:1][c:2]1[c:3]([CH2:4][CH2:6][CH2:7][CH2:8][CH2:9][CH2:10][CH2:11][CH2:12][CH2:13][CH2:14][CH2:15][CH2:16][CH2:17][CH2:18][CH2:19][CH2:20][CH2:21][CH2:22][CH2:23][CH2:24][CH2:25][C:26](=[O:27])[O:28][CH3:29])[c:30]([CH3:38])[cH:31][c:32]([O:36][CH3:37])[c:33]1[O:34][CH3:35]. Reactants: CCCC(=O)Nc1nn(COCC[Si](C)(C)C)c2cc(Cl)c(Br)cc12, CCCC[N+](CCCC)(CCCC)CCCC, CCOC(C)=O, [F-], C1CCOC1. Product: CCCC(=O)Nc1n[nH]c2cc(Cl)c(Br)cc12. RXN SMILES: [Br:19][c:20]1[cH:21][c:22]2[c:23]([NH:38][C:39]([CH2:40][CH2:41][CH3:42])=[O:43])[n:24][n:25]([CH2:30][O:31][CH2:32][CH2:33][Si:34]([CH3:35])([CH3:36])[CH3:37])[c:26]2[cH:27][c:28]1[Cl:29].[CH3:2][CH2:3][CH2:4][CH2:5][N+:6]([CH2:7][CH2:8][CH2:9][CH3:10])([CH2:11][CH2:12][CH2:13][CH3:14])[CH2:15][CH2:16][CH2:17][CH3:18].[CH3:44][CH2:45][O:46][C:47](=[O:48])[CH3:49].[F-:1].[O:50]1[CH2:51][CH2:52][CH2:53][CH2:54]1>>[Br:19][c:20]1[cH:21][c:22]2[c:23]([NH:38][C:39]([CH2:40][CH2:41][CH3:42])=[O:43])[n:24][nH:25][c:26]2[cH:27][c:28]1[Cl:29]. Product: O=C(C1CC1c1ccccc1)N1CCN(C2CC2)CC1. Reaction SMILES: [CH:15]1([N:18]2[CH2:19][CH2:20][NH:21][CH2:22][CH2:23]2)[CH2:16][CH2:17]1.[ClH:13].[ClH:14].[c:1]1([CH:7]2[CH:8]([C:10](=[O:11])[Cl:12])[CH2:9]2)[cH:2][cH:3][cH:4][cH:5][cH:6]1>>[c:1]1([CH:7]2[CH:8]([C:10](=[O:11])[N:21]3[CH2:20][CH2:19][N:18]([CH:15]4[CH2:16][CH2:17]4)[CH2:23][CH2:22]3)[CH2:9]2)[cH:2][cH:3][cH:4][cH:5][cH:6]1. Reactants: C1CN(C2CC2)CCN1, Cl, Cl, O=C(Cl)C1CC1c1ccccc1.